Dataset: the Open Reaction Database (ORD), a public repository of structured organic reaction records. Task: describe an organic reaction: reactants, conditions, products, and yield Starting materials: Nc1cccc2c1COC(NC1CCc3ccccc31)=N2, O=S(=O)(Cl)C1CC1. Yields the product O=S(=O)(Nc1cccc2c1COC(NC1CCc3ccccc31)=N2)C1CC1. As a reaction SMILES: [CH:1]1([NH:10][C:11]2=[N:16][c:15]3[c:14]([c:20]([NH2:21])[cH:19][cH:18][cH:17]3)[CH2:13][O:12]2)[CH2:2][CH2:3][c:4]2[cH:5][cH:6][cH:7][cH:8][c:9]21.[CH:22]1([S:25](=[O:26])(=[O:27])[Cl:28])[CH2:23][CH2:24]1>>[CH:1]1([NH:10][C:11]2=[N:16][c:15]3[c:14]([c:20]([NH:21][S:25]([CH:22]4[CH2:23][CH2:24]4)(=[O:26])=[O:27])[cH:19][cH:18][cH:17]3)[CH2:13][O:12]2)[CH2:2][CH2:3][c:4]2[cH:5][cH:6][cH:7][cH:8][c:9]21. The reactants are C1CCOC1, CC(C)(C)[O-], N#Cc1ccc(Br)cc1F, [K+]. Yields the product CC(C)(C)Oc1cc(Br)ccc1C#N. Reaction SMILES: [CH2:17]1[O:18][CH2:19][CH2:20][CH2:21]1.[CH3:11][C:12]([CH3:13])([O-:14])[CH3:15].[F:1][c:2]1[c:3]([C:4]#[N:5])[cH:6][cH:7][c:8]([Br:10])[cH:9]1.[K+:16]>>[c:2]1([O:14][C:12]([CH3:11])([CH3:13])[CH3:15])[c:3]([C:4]#[N:5])[cH:6][cH:7][c:8]([Br:10])[cH:9]1. The reactants are C(C)OC(CCC1=C(C=C(C=C1)OC1=CC(=CC(=C1)C)OC1=C(C=C(C=C1)C(F)(F)F)Br)C)=O (3-{4-[3-(2-bromo-4-trifluoromethyl-phenoxy)-5-methyl-phenoxy]-2-methyl-phenyl}-propionic acid ethyl ester), N1=CC=C(C=C1)B(O)O (4-pyridyl boronic acid). Product: CC1=C(C=CC(=C1)OC1=CC(=CC(=C1)OC1=C(C=C(C=C1)C(F)(F)F)C1=CC=NC=C1)C)CCC(=O)O (3-{2-Methyl-4-[3-methyl-5-(2-pyridin-4-yl-4-trifluoromethyl-phenoxy)-phenoxy]-phenyl}-propionic acid). As a reaction SMILES: C([O:3][C:4](=[O:34])[CH2:5][CH2:6][C:7]1[CH:12]=[CH:11][C:10]([O:13][C:14]2[CH:19]=[C:18]([CH3:20])[CH:17]=[C:16]([O:21][C:22]3[CH:27]=[CH:26][C:25]([C:28]([F:31])([F:30])[F:29])=[CH:24][C:23]=3Br)[CH:15]=2)=[CH:9][C:8]=1[CH3:33])C.[N:35]1[CH:40]=[CH:39][C:38](B(O)O)=[CH:37][CH:36]=1>>[CH3:33][C:8]1[CH:9]=[C:10]([O:13][C:14]2[CH:15]=[C:16]([O:21][C:22]3[CH:27]=[CH:26][C:25]([C:28]([F:29])([F:30])[F:31])=[CH:24][C:23]=3[C:38]3[CH:39]=[CH:40][N:35]=[CH:36][CH:37]=3)[CH:17]=[C:18]([CH3:20])[CH:19]=2)[CH:11]=[CH:12][C:7]=1[CH2:6][CH2:5][C:4]([OH:3])=[O:34]. Procedure: The title compound is prepared by reacting the compound of 3-{4-[3-(2-bromo-4-trifluoromethyl-phenoxy)-5-methyl-phenoxy]-2-methyl-phenyl}-propionic acid ethyl ester with 4-pyridyl boronic acid as in Example 38 to afford 0.011 g (9%). 1HNMR (400 MHz, CDCl3); MS (ES+) m/z mass calculated for C29H24NO4F3 507, found 508 (M+1, 100%). Starting materials: ClC=1C=C(C=C(C1OC1=CC(=C(C=C1)O)C(C1=CC=C(C=C1)F)=O)C)N1N=CC(NC1=O)=O (2-{3-chloro-4-[3-(4-fluoro-benzoyl)-4-hydroxy-phenoxy]-5-methyl-phenyl}-2H-[1,2,4]triazine-3,5-dione), [BH4-].[Na+] (sodium borohydride). The solvent is CO (methanol). Conditions: temperature 0 celsius, time 30 minute. Product: ClC=1C=C(C=C(C1OC1=CC(=C(C=C1)O)C(O)C1=CC=C(C=C1)F)C)N1N=CC(NC1=O)=O (2-(3-Chloro-4-{3-[(4-fluoro-phenyl)-hydroxy-methyl]-4-hydroxy-phenoxy}-5-methyl-phenyl)-2H-[1,2,4]triazine-3,5-dione). RXN SMILES: [Cl:1][C:2]1[CH:3]=[C:4]([N:26]2[C:31](=[O:32])[NH:30][C:29](=[O:33])[CH:28]=[N:27]2)[CH:5]=[C:6]([CH3:25])[C:7]=1[O:8][C:9]1[CH:14]=[CH:13][C:12]([OH:15])=[C:11]([C:16](=[O:24])[C:17]2[CH:22]=[CH:21][C:20]([F:23])=[CH:19][CH:18]=2)[CH:10]=1.[BH4-].[Na+]>CO>[Cl:1][C:2]1[CH:3]=[C:4]([N:26]2[C:31](=[O:32])[NH:30][C:29](=[O:33])[CH:28]=[N:27]2)[CH:5]=[C:6]([CH3:25])[C:7]=1[O:8][C:9]1[CH:14]=[CH:13][C:12]([OH:15])=[C:11]([CH:16]([C:17]2[CH:18]=[CH:19][C:20]([F:23])=[CH:21][CH:22]=2)[OH:24])[CH:10]=1 |f:1.2|. Reported procedure: To a cooled (0° C.), stirred solution of 2-{3-chloro-4-[3-(4-fluoro-benzoyl)-4-hydroxy-phenoxy]-5-methyl-phenyl}-2H-[1,2,4]triazine-3,5-dione (0.4 g) in methanol (10 mL) was added sodium borohydride (32 mg). After 30 min, the reaction solution was concentrated in vacuo, partitioned between 1N hydrochloric acid and ethyl acetate, the organic phase dried (Na2SO4), concentrated in vacuo and flash chromatographed on silica gel (5% ethanol/dichloromethane) to afford the title compound of Step C as a ...